The task is: describe an organic reaction: reactants, conditions, products, and yield. This data is from the Open Reaction Database (ORD), a public repository of structured organic reaction records. The reactants are C(C1=CC=CC=C1)OC1=CC=C(OCCC2CCNCC2)C=C1 (4-[2-[4-(benzyloxy)phenoxy]ethyl]piperidine), BrC=1C=NC=C(C1)OC[C@H]1N(CCC1)C(=O)OC(C)(C)C (3-bromo-5-[[1-(tert-butoxycarbonyl)-2(S)-pyrrolidinyl]methoxy]pyridine), CC(C)([O-])C.[Na+] (sodium tert-butoxide), C1(=CC=CC=C1)P(C1=CC=CC=2C(C3=CC=CC(=C3OC12)P(C1=CC=CC=C1)C1=CC=CC=C1)(C)C)C1=CC=CC=C1 (4,5-bis(diphenylphosphino)-9,9-dimethylxanthene). Reagents/catalysts: C1=CC=C(C=C1)/C=C/C(=O)/C=C/C2=CC=CC=C2.C1=CC=C(C=C1)/C=C/C(=O)/C=C/C2=CC=CC=C2.C1=CC=C(C=C1)/C=C/C(=O)/C=C/C2=CC=CC=C2.C(Cl)(Cl)Cl.[Pd].[Pd] (tris(dibenzylideneacetone)dipalladium(0)-chloroform adduct). Solvent: C1(=CC=CC=C1)C (toluene). Conditions: temperature 100 celsius, time 8 hour. Yields the product C(C1=CC=CC=C1)OC1=CC=C(OCCC2CCN(CC2)C=2C=NC=C(C2)OC[C@H]2N(CCC2)C(=O)OC(C)(C)C)C=C1 (3-[4-[2-[4-(Benzyloxy)phenoxy]ethyl]-1-piperidinyl]-5-[[1-(tert-butoxycarbonyl)-2(S)-pyrrolidinyl]methoxy]pyridine). Isolated yield 71.9%. RXN SMILES: [CH2:1]([O:8][C:9]1[CH:23]=[CH:22][C:12]([O:13][CH2:14][CH2:15][CH:16]2[CH2:21][CH2:20][NH:19][CH2:18][CH2:17]2)=[CH:11][CH:10]=1)[C:2]1[CH:7]=[CH:6][CH:5]=[CH:4][CH:3]=1.Br[C:25]1[CH:26]=[N:27][CH:28]=[C:29]([O:31][CH2:32][C@@H:33]2[CH2:37][CH2:36][CH2:35][N:34]2[C:38]([O:40][C:41]([CH3:44])([CH3:43])[CH3:42])=[O:39])[CH:30]=1.CC(C)([O-])C.[Na+].C1(P(C2C=CC=CC=2)C2C3OC4C(=CC=CC=4P(C4C=CC=CC=4)C4C=CC=CC=4)C(C)(C)C=3C=CC=2)C=CC=CC=1>C1(C)C=CC=CC=1.C1C=CC(/C=C/C(/C=C/C2C=CC=CC=2)=O)=CC=1.C1C=CC(/C=C/C(/C=C/C2C=CC=CC=2)=O)=CC=1.C1C=CC(/C=C/C(/C=C/C2C=CC=CC=2)=O)=CC=1.C(Cl)(Cl)Cl.[Pd].[Pd]>[CH2:1]([O:8][C:9]1[CH:23]=[CH:22][C:12]([O:13][CH2:14][CH2:15][CH:16]2[CH2:21][CH2:20][N:19]([C:25]3[CH:26]=[N:27][CH:28]=[C:29]([O:31][CH2:32][C@@H:33]4[CH2:37][CH2:36][CH2:35][N:34]4[C:38]([O:40][C:41]([CH3:44])([CH3:43])[CH3:42])=[O:39])[CH:30]=3)[CH2:18][CH2:17]2)=[CH:11][CH:10]=1)[C:2]1[CH:3]=[CH:4][CH:5]=[CH:6][CH:7]=1 |f:2.3,6.7.8.9.10.11|. Reported procedure: A solution/suspension of 4-[2-[4-(benzyloxy)phenoxy]ethyl]piperidine (220 mg, 0.71 mmol), 3-bromo-5-[[1-(tert-butoxycarbonyl)-2(S)-pyrrolidinyl]methoxy]pyridine (277 mg, 0.78 mmol, 1.1 equiv.), sodium tert-butoxide (136 mg, 1.42 mmol, 2.0 equiv.), tris(dibenzylideneacetone)dipalladium(0)-chloroform adduct (45 mg, 40 μmol, 0.06 equiv.), and 4,5-bis(diphenylphosphino)-9,9-dimethylxanthene (Xantphos, 50 mg, 90 μmol, 0.12 equiv.) in anhydrous toluene (20 mL) was stirred overnight at 100° C. under N2... Starting materials: N(=O)[O-].[Na+] (NaNO2), NC=1C=CC(=NC1)C#N (5-amino-2-cyano pyridine), S(=O)(Cl)Cl.O (thionylchloride water). Solvent: O (water), Cl (HCl). Run at temperature -5 celsius. Product: C(#N)C1=CC=C(C=N1)S(=O)(=O)Cl (6-Cyanopyridine-3-sulfonyl chloride). Yield: 73.5%. Reaction SMILES: N[C:2]1[CH:3]=[CH:4][C:5]([C:8]#[N:9])=[N:6][CH:7]=1.N([O-])=O.[Na+].[S:14]([Cl:17])(Cl)=[O:15].[OH2:18]>Cl.O>[C:8]([C:5]1[N:6]=[CH:7][C:2]([S:14]([Cl:17])(=[O:15])=[O:18])=[CH:3][CH:4]=1)#[N:9] |f:1.2,3.4|. Procedure: In parallel, 5-amino-2-cyano pyridine (10 g, 0.084 mol) is dissolved in concentrated HCl (98 ml) and the mixture is cooled to −5° C. To this mixture is added dropwise over a period of 1 h a solution of NaNO2 (8.2 g, 0.118 mol) in water (50 ml), maintaining the reaction temperature between −5° C. and 0° C. This slurry is then added dropwise over a period of 1 h to the above reaction mixture (thionylchloride/water mixture), maintaining the reaction temperature between −5° C. and 0° C. (Note: The d... The reactants are [H-].[Al+3].[Li+].[H-].[H-].[H-] (Lithium aluminum hydride), C(C)(=O)OCC (ethyl acetate), C12C(C3CC(CC(C1)C3)C2)=O (adamantanone), [Si](C)(C)(C(C)(C)C)OC=1C=C(C(=O)OCCCl)C=CC1 (2-chloroethyl 3-t-butyldimethylsilyloxybenzoate), [H-].[H-].[H-].[H-].[Li+].[Al+3] (LAH), ester. Reagents/catalysts: [Cl-].[Cl-].[Cl-].[Ti+3] (Titanium trichloride). Run in C1CCOC1 (THF), CCCCCC (hexane), CCCCCC (hexane). Conditions: time 10 minute. Product: ClCCOC(C1=CC(=CC=C1)O[Si](C)(C)C(C)(C)C)=C1C2CC3CC(CC1C3)C2 ([(2-chloroethoxy)-(3-t-butyldimethylsilyloxyphenyl)methylene]tricyclo[3.3.1.13,7 ]decane). As a reaction SMILES: [H-].[Al+3].[Li+].[H-].[H-].[H-].[CH:7]12[CH2:16][CH:11]3[CH2:12][CH:13]([CH2:15][CH:9]([CH2:10]3)[C:8]1=O)[CH2:14]2.[Si:18]([O:25][C:26]1[CH:27]=[C:28]([CH:35]=[CH:36][CH:37]=1)[C:29]([O:31][CH2:32][CH2:33][Cl:34])=O)([C:21]([CH3:24])([CH3:23])[CH3:22])([CH3:20])[CH3:19].C(OCC)(=O)C>C1COCC1.CCCCCC.[Cl-].[Cl-].[Cl-].[Ti+3]>[Cl:34][CH2:33][CH2:32][O:31][C:29](=[C:8]1[CH:9]2[CH2:15][CH:13]3[CH2:12][CH:11]([CH2:16][CH:7]1[CH2:14]3)[CH2:10]2)[C:28]1[CH:35]=[CH:36][CH:37]=[C:26]([O:25][Si:18]([C:21]([CH3:24])([CH3:23])[CH3:22])([CH3:20])[CH3:19])[CH:27]=1 |f:0.1.2.3.4.5,11.12.13.14|. Procedure details: A three neck flask was purged with argon and charged with 400 mL of anhydrous THF. Titanium trichloride (48 g, 0.3 mol) was added with stirring and the flask was cooled in an ice bath. Lithium aluminum hydride (6.0 g, 0.16 mol) was added in small portions causing a brief exothermic reaction. After all of the LAH was added, the cooling bath was removed and the mixture warmed to room temperature. Triethylamine (30 mL) was added and the black mixture was refluxed for 1.5 hours under argon. A soluti...